The task is: describe an organic reaction: reactants, conditions, products, and yield. This data is from the Open Reaction Database (ORD), a public repository of structured organic reaction records. Reaction conditions: time 30 minute. Reported procedure: To 3,5-dibromobenzylbromide (Lancaster) (20 g, 0.061 mole) in H2O (27 mL) and glacial acetic acid (27 mL) was added hexamethylenetetramine (Aldrich). The reaction mixture was heated at reflux for 2 hours. Concentrated HCl (22 mL) was then added and the refluxing was continued for 30 minutes. After cooling to room temperature, the reaction mixture was poured into H2O (230 mL) and stirred for 10 minutes. The resulting precipitate was filtered, washed with H2O and dried to yield 3,5-dibromobenzalde... The reactants are O (H2O), Cl (HCl), BrC=1C=C(CBr)C=C(C1)Br (3,5-dibromobenzylbromide), C1N2CN3CN1CN(C2)C3 (hexamethylenetetramine), O (H2O). As a reaction SMILES: [Br:1][C:2]1[CH:3]=[C:4]([CH:7]=[C:8]([Br:10])[CH:9]=1)[CH2:5]Br.C1N2CN3CN(C2)CN1C3.Cl.[OH2:22]>C(O)(=O)C>[Br:1][C:2]1[CH:3]=[C:4]([CH:7]=[C:8]([Br:10])[CH:9]=1)[CH:5]=[O:22]. Product: BrC=1C=C(C=O)C=C(C1)Br (3,5-dibromobenzaldehyde). Solvent: C(C)(=O)O (acetic acid). Reactants: Cc1ncccc1Br, Cc1ccccc1, CCN(C(C)C)C(C)C, O=C(C=Cc1ccccc1)C=Cc1ccccc1, O=C(C=Cc1ccccc1)C=Cc1ccccc1, O=C(C=Cc1ccccc1)C=Cc1ccccc1, [Pd], [Pd], CC1(C)c2cccc(P(c3ccccc3)c3ccccc3)c2Oc2c(P(c3ccccc3)c3ccccc3)cccc21, SCc1ccccc1. Product: Cc1ncccc1SCc1ccccc1. As a reaction SMILES: [Br:1][c:2]1[c:3]([CH3:8])[n:4][cH:5][cH:6][cH:7]1.[CH3:68][c:69]1[cH:70][cH:71][cH:72][cH:73][cH:74]1.[CH:17]([N:18]([CH2:19][CH3:20])[CH:21]([CH3:22])[CH3:23])([CH3:24])[CH3:25].[O:113]=[C:114]([CH:115]=[CH:116][c:117]1[cH:118][cH:119][cH:120][cH:121][cH:122]1)[CH:123]=[CH:124][c:125]1[cH:126][cH:127][cH:128][cH:129][cH:130]1.[O:77]=[C:78]([CH:79]=[CH:80][c:81]1[cH:82][cH:83][cH:84][cH:85][cH:86]1)[CH:87]=[CH:88][c:89]1[cH:90][cH:91][cH:92][cH:93][cH:94]1.[O:95]=[C:96]([CH:97]=[CH:98][c:99]1[cH:100][cH:101][cH:102][cH:103][cH:104]1)[CH:105]=[CH:106][c:107]1[cH:108][cH:109][cH:110][cH:111][cH:112]1.[Pd:75].[Pd:76].[c:26]1([P:27]([c:28]2[cH:29][cH:30][cH:31][cH:32][cH:33]2)[c:34]2[c:35]3[c:59]([cH:60][cH:61][cH:62]2)[C:56]([CH3:57])([CH3:58])[c:38]2[c:37]([c:42]([P:43]([c:44]4[cH:45][cH:46][cH:47][cH:48][cH:49]4)[c:50]4[cH:51][cH:52][cH:53][cH:54][cH:55]4)[cH:41][cH:40][cH:39]2)[O:36]3)[cH:63][cH:64][cH:65][cH:66][cH:67]1.[c:9]1([CH2:15][SH:16])[cH:10][cH:11][cH:12][cH:13][cH:14]1>>[c:2]1([S:16][CH2:15][c:9]2[cH:10][cH:11][cH:12][cH:13][cH:14]2)[c:3]([CH3:8])[n:4][cH:5][cH:6][cH:7]1. Starting materials: BrCCO (2-bromoethanol), N1CCOCC1 (morpholine), C(=O)([O-])[O-].[K+].[K+] (K2CO3). The solvent is CC#N (CH3CN). Product: O1CCN(CC1)CCO (2-morpholinoethanol). Yield: 83.4%. Reaction SMILES: Br[CH2:2][CH2:3][OH:4].[NH:5]1[CH2:10][CH2:9][O:8][CH2:7][CH2:6]1.C([O-])([O-])=O.[K+].[K+]>CC#N>[O:4]1[CH2:9][CH2:10][N:5]([CH2:6][CH2:7][OH:8])[CH2:2][CH2:3]1 |f:2.3.4|. Procedure: A mixture of 2-bromoethanol (27.9 g, 223 mmol), morpholine (40 g, 459 mmol) and K2CO3 (48.4 g, 350 mmol) in CH3CN (30 mL) was refluxed for 3 h. The mixture was then cooled to rt and filtered. The filtrate was concentrated in vacuo to give the title compound as a yellow solid (24.40 g, 83%), which was used for next step without further purification. Starting materials: C1CCOC1, CCOC(=O)Cc1ccc(F)c(C(=O)N2CCC(OC)CC2)c1, [Li+], [OH-], O. The product is COC1CCN(C(=O)c2cc(CC(=O)O)ccc2F)CC1. As a reaction SMILES: [CH2:26]1[O:27][CH2:28][CH2:29][CH2:30]1.[F:3][c:4]1[c:5]([C:16](=[O:17])[N:18]2[CH2:19][CH2:20][CH:21]([O:24][CH3:25])[CH2:22][CH2:23]2)[cH:6][c:7]([CH2:10][C:11](=[O:12])[O:13][CH2:14][CH3:15])[cH:8][cH:9]1.[Li+:1].[OH-:2].[OH2:31]>>[F:3][c:4]1[c:5]([C:16](=[O:17])[N:18]2[CH2:19][CH2:20][CH:21]([O:24][CH3:25])[CH2:22][CH2:23]2)[cH:6][c:7]([CH2:10][C:11](=[O:12])[OH:13])[cH:8][cH:9]1.